This data is from the Open Reaction Database (ORD), a public repository of structured organic reaction records. The task is: describe an organic reaction: reactants, conditions, products, and yield Starting materials: ClC=1C=C(C(=O)O)C=CN1 (2-Chloro-isonicotinic acid), C(Cl)Cl (CH2Cl2). Solvent: S(=O)(Cl)Cl (thionylchloride). Run at time 8 hour. The product is COC(C1=CC(=NC=C1)Cl)=O (2-Chloro-isonicotinic acid methyl ester). RXN SMILES: [Cl:1][C:2]1[CH:3]=[C:4]([CH:8]=[CH:9][N:10]=1)[C:5]([OH:7])=[O:6].[CH2:11](Cl)Cl>S(Cl)(Cl)=O>[CH3:11][O:6][C:5](=[O:7])[C:4]1[CH:8]=[CH:9][N:10]=[C:2]([Cl:1])[CH:3]=1. Procedure: 2-Chloro-isonicotinic acid (10 g, 63.5 mmol)) was refluxed in thionylchloride (40 mL) under argon for 6 hr. The SOCl2 was evaporated under reduced pressure, twice toluene (30 mL) was added and evaporated. The residue was dried under high vacuum and set under argon. MeOH (50 mL) was added and the mixture was heated to reflux for 1 hr. and stirred overnight at r.t. The solvent was evaporated. To the residue were added saturated NaHCO3 and ether. The etheral phase was separated, washed with water, ... The product is OCC1=CC(=C(C(=C1C=1C(=CC2=C(OCO2)C1)CO)OC)OC)OC ((6-(6-(hydroxymethyl)-2,3,4-trimethoxyphenyl)benzo[d][1,3]dioxol-5-yl)methanol). Isolated yield 85.7%. Run in CO (methanol). Reactants: C(=O)C1=CC(=C(C(=C1C=1C(=CC2=C(OCO2)C1)C=O)OC)OC)OC (6-(6-formyl-2,3,4-trimethoxyphenyl)benzo[d][1,3]dioxole-5-carbaldehyde), [BH4-].[Na+] (sodium borohydride), O (Water), C(C)(=O)OCC (ethyl acetate). Run at time 1 hour. RXN SMILES: [CH:1]([C:3]1[C:8]([C:9]2[C:10]([CH:18]=[O:19])=[CH:11][C:12]3[O:16][CH2:15][O:14][C:13]=3[CH:17]=2)=[C:7]([O:20][CH3:21])[C:6]([O:22][CH3:23])=[C:5]([O:24][CH3:25])[CH:4]=1)=[O:2].[BH4-].[Na+].O.C(OCC)(=O)C>CO>[OH:2][CH2:1][C:3]1[C:8]([C:9]2[C:10]([CH2:18][OH:19])=[CH:11][C:12]3[O:16][CH2:15][O:14][C:13]=3[CH:17]=2)=[C:7]([O:20][CH3:21])[C:6]([O:22][CH3:23])=[C:5]([O:24][CH3:25])[CH:4]=1 |f:1.2|. Procedure: To a solution of crude 6-(6-formyl-2,3,4-trimethoxyphenyl)benzo[d][1,3]dioxole-5-carbaldehyde (265 mg, 0.77 mmol) in methanol (7 mL) was added sodium borohydride (80 mg, 2.1 mmol) and the solution was stirred at room temperature for 1 hour. Water (30 mL) and ethyl acetate (30 mL) were then added to the reaction, the layers were separated and the aqueous layer was extracted with ethyl acetate (2×30 mL). The combined extracts were dried over Na2SO4 and filtered. The solvent was removed in vacuo an... Starting materials: C(#N)C=C1CN(C1)C(=O)OC(C)(C)C (tert-Butyl 3-(cyanomethylene)azetidine-1-carboxylate), N12CCCCCC2=NCCC1 (1,8-diazabicyclo[5.4.0]undec-7-ene), C(C1=CC=CC=C1)N1C(=CC2=C1C=CC=1N2C(=NN1)C)C1=CC=NN1 (6-benzyl-1-methyl-7-(1H-pyrazol-5-yl)-6H-pyrrolo[2,3-e][1,2,4]triazolo[4,3-a]pyridine), Cl (HCl), O1CCOCC1 (dioxane). The solvent is C(C)#N (acetonitrile). Conditions: time 20 minute. Yields the product C(C1=CC=CC=C1)N1C(=CC2=C1C=CC=1N2C(=NN1)C)C1=NN(C=C1)C1(CNC1)CC#N ({3-[3-(6-benzyl-1-methyl-6H-pyrrolo[2,3-e][1,2,4]triazolo[4,3-a]pyridin-7-yl)-1H-pyrazol-1-yl]azetidin-3-yl}acetonitrile). Isolated yield 44.2%. Reaction SMILES: [C:1]([CH:3]=[C:4]1[CH2:7][N:6](C(OC(C)(C)C)=O)[CH2:5]1)#[N:2].N12CCCN=C1CCCCC2.[CH2:26]([N:33]1[C:37]2[CH:38]=[CH:39][C:40]3[N:41]([C:42]([CH3:45])=[N:43][N:44]=3)[C:36]=2[CH:35]=[C:34]1[C:46]1[NH:50][N:49]=[CH:48][CH:47]=1)[C:27]1[CH:32]=[CH:31][CH:30]=[CH:29][CH:28]=1.Cl.O1CCOCC1>C(#N)C>[CH2:26]([N:33]1[C:37]2[CH:38]=[CH:39][C:40]3[N:41]([C:42]([CH3:45])=[N:43][N:44]=3)[C:36]=2[CH:35]=[C:34]1[C:46]1[CH:47]=[CH:48][N:49]([C:4]2([CH2:3][C:1]#[N:2])[CH2:5][NH:6][CH2:7]2)[N:50]=1)[C:27]1[CH:28]=[CH:29][CH:30]=[CH:31][CH:32]=1. Procedure details: tert-Butyl 3-(cyanomethylene)azetidine-1-carboxylate (59 mg, 0.30 mmol, prepared as described in WO 2009114512) and 1,8-diazabicyclo[5.4.0]undec-7-ene (23 μL, 0.15 mmol) were added to a solution of 6-benzyl-1-methyl-7-(1H-pyrazol-5-yl)-6H-pyrrolo[2,3-e][1,2,4]triazolo[4,3-a]pyridine (50 mg, 0.15 mmol, from Example 62) in acetonitrile (2.0 mL). After stirring for 20 minutes, 4.0 M HCl in dioxane (0.50 mL, 2.0 mmol) was added. After a further reaction time of 22 minutes, the solvent was removed in... Reactants: [Li]CCCC, CCCCCC, CN(C)P(=O)(N(C)C)N(C)C, CC(C)NC(C)C, C1CCOC1, COC(=O)Cc1ccc2c(=O)c3ccccc3ccc2c1. The product is C=C(C(=O)OC)c1ccc2c(=O)c3ccccc3ccc2c1. RXN SMILES: [CH2:1]([Li:2])[CH2:3][CH2:4][CH3:5].[CH3:39][CH2:40][CH2:41][CH2:42][CH2:43][CH3:44].[CH3:45][N:46]([CH3:47])[P:48](=[O:49])([N:50]([CH3:51])[CH3:52])[N:53]([CH3:54])[CH3:55].[CH:6]([NH:7][CH:8]([CH3:9])[CH3:10])([CH3:11])[CH3:12].[O:13]1[CH2:14][CH2:15][CH2:16][CH2:17]1.[O:18]=[c:19]1[c:20]2[c:21]([cH:22][cH:23][c:24]3[c:25]1[cH:26][cH:27][c:28]([CH2:30][C:31](=[O:32])[O:33][CH3:34])[cH:29]3)[cH:35][cH:36][cH:37][cH:38]2>>[CH2:1]=[C:30]([c:28]1[cH:27][cH:26][c:25]2[c:19](=[O:18])[c:20]3[c:21]([cH:22][cH:23][c:24]2[cH:29]1)[cH:35][cH:36][cH:37][cH:38]3)[C:31](=[O:32])[O:33][CH3:34]. Starting materials: Weinreb amide, ClC1=CC=C(C=C1)NC(C(C)(C)C)=O (N-(4-chloro-phenyl)-2,2-dimethyl-propionamide), C(CCC)[Li] (n-butyllithium), O (water). Run in C1CCOC1 (THF), C1CCOC1 (THF), CCCCCC (hexane). Run at temperature 0 celsius, time 2 hour. The product is ClC1=CC(=C(C=C1)NC(C(C)(C)C)=O)C(=O)C=1C(=NC=CC1)C (N-[4-Chloro-2-(2-methyl-pyridine-3-carbonyl)-phenyl]-2,2-dimethyl-propionamide). Reaction SMILES: [Cl:1][C:2]1[CH:7]=[CH:6][C:5]([NH:8][C:9](=[O:14])[C:10]([CH3:13])([CH3:12])[CH3:11])=[CH:4][CH:3]=1.[CH2:15]([Li])[CH2:16][CH2:17][CH3:18].[OH2:20]>C1COCC1.CCCCCC>[Cl:1][C:2]1[CH:3]=[CH:4][C:5]([NH:8][C:9](=[O:14])[C:10]([CH3:11])([CH3:13])[CH3:12])=[C:6]([C:15]([C:16]2[C:5]([CH3:4])=[N:8][CH:9]=[CH:18][CH:17]=2)=[O:20])[CH:7]=1. Procedure details: To a magnetically stirred solution of N-(4-chloro-phenyl)-2,2-dimethyl-propionamide (3.16 g, 14.9 mmol) in dry THF was added 2.5M n-butyllithium in hexane at −40° C. and the mixture was stirred at 0° C. for 2 h and a suspension of white solid resulted. A solution of the Weinreb amide (1.80 g, 10.0 mmol) in dry THF was added drop wise and the reaction was stirred at ambient temp overnight. The mixture was diluted with water and extracted with ethyl acetate and the organic layer was dried (MgSO4),... Starting materials: B(Br)(Br)Br (BBr3), COC=1C(NC2=C(C(C1)=O)C=CC=C2C)=O (3-Methoxy-9-methyl-1H-1-benzazepine-2,5-dione), C(=O)(O)[O-].[Na+] (NaHCO3). Solvent: C(Cl)Cl (CH2Cl2), C(Cl)Cl (CH2Cl2). Run at time 45 minute. Product: OC=1C(NC2=C(C(C1)=O)C=CC=C2C)=O (3-Hydroxy-9-methyl-1H-1-benzazepine-2,5-dione). The yield is 52.4%. Reaction SMILES: C[O:2][C:3]1[C:4](=[O:16])[NH:5][C:6]2[C:14]([CH3:15])=[CH:13][CH:12]=[CH:11][C:7]=2[C:8](=[O:10])[CH:9]=1.B(Br)(Br)Br.C([O-])(O)=O.[Na+]>C(Cl)Cl>[OH:2][C:3]1[C:4](=[O:16])[NH:5][C:6]2[C:14]([CH3:15])=[CH:13][CH:12]=[CH:11][C:7]=2[C:8](=[O:10])[CH:9]=1 |f:2.3|. Procedure details: To a stirred suspension of 3-methoxy-9-methyl-1H-1-benzazepine-2,5-dione (39, 200 mg, 921 μmol) in dry CH2Cl2 (2 mL, distilled from CaH2) under N2, there was added a solution of BBr3 in CH2Cl2 (2 mL, 1M, Aldrich) in one portion at rt. The reaction instantaneously became homogeneous and yellow, then a yellow precipitate formed after a few seconds. The reaction was allowed to stir under N2 at rt for 45 min. The reaction was added to saturated NaHCO3 (15 mL) and the resulting beige suspension was a... Starting materials: C1(=CC=CC=C1)/C=C/C=1OC=C(N1)COC1=CC=C(C=C1)CCO (2-[4-[2-[(E)-2-phenylethenyl]-4-oxazolylmethoxy]phenyl]ethanol), CS(=O)(=O)Cl (methanesulfonyl chloride). The product is CS(=O)(=O)OCCC1=CC=C(C=C1)OCC=1N=C(OC1)\C=C\C1=CC=CC=C1 (2-[4-[2-[(E)-2-phenylethenyl]-4-oxazolylmethoxy]phenyl]ethyl methanesulfonate). Yield: 82.0%. RXN SMILES: [C:1]1(/[CH:7]=[CH:8]/[C:9]2[O:10][CH:11]=[C:12]([CH2:14][O:15][C:16]3[CH:21]=[CH:20][C:19]([CH2:22][CH2:23][OH:24])=[CH:18][CH:17]=3)[N:13]=2)[CH:6]=[CH:5][CH:4]=[CH:3][CH:2]=1.[CH3:25][S:26](Cl)(=[O:28])=[O:27]>>[CH3:25][S:26]([O:24][CH2:23][CH2:22][C:19]1[CH:18]=[CH:17][C:16]([O:15][CH2:14][C:12]2[N:13]=[C:9](/[CH:8]=[CH:7]/[C:1]3[CH:2]=[CH:3][CH:4]=[CH:5][CH:6]=3)[O:10][CH:11]=2)=[CH:21][CH:20]=1)(=[O:28])=[O:27]. Procedure: In substantially the same manner as in Reference Example 12, 2-[4-[2-[(E)-2-phenylethenyl]-4-oxazolylmethoxy]phenyl]ethanol was allowed to react with methanesulfonyl chloride to give 2-[4-[2-[(E)-2-phenylethenyl]-4-oxazolylmethoxy]phenyl]ethyl methanesulfonate. The yield was 82%. Recrystallization from acetone-isopropyl ether gave colorless prisms, mp 121-122° C. Starting materials: CNC, CO, O=C1Cc2cc(S(=O)(=O)Cl)ccc2N1. Yields the product CN(C)S(=O)(=O)c1ccc2c(c1)CC(=O)N2. Reaction SMILES: [CH3:15][NH:16][CH3:17].[CH3:18][OH:19].[Cl:1][S:2](=[O:3])(=[O:4])[c:5]1[cH:6][c:7]2[c:11]([cH:12][cH:13]1)[NH:10][C:9](=[O:14])[CH2:8]2>>[S:2](=[O:3])(=[O:4])([c:5]1[cH:6][c:7]2[c:11]([cH:12][cH:13]1)[NH:10][C:9](=[O:14])[CH2:8]2)[N:16]([CH3:15])[CH3:17].